Dataset: the Open Reaction Database (ORD), a public repository of structured organic reaction records. Task: describe an organic reaction: reactants, conditions, products, and yield Starting materials: Cc1cnc(CN(Cc2ncccc2C(C)(C)c2ccccc2)C2CCNCC2)c(C)c1, CCN(C(C)C)C(C)C, CN(C)C=O, O=C(Nc1ncc[nH]1)n1ccnc1. The product is Cc1cnc(CN(Cc2ncccc2C(C)(C)c2ccccc2)C2CCN(C(=O)Nc3ncc[nH]3)CC2)c(C)c1. RXN SMILES: [CH3:1][c:2]1[c:3]([CH2:9][N:10]([CH:11]2[CH2:12][CH2:13][NH:14][CH2:15][CH2:16]2)[CH2:17][c:18]2[n:19][cH:20][cH:21][cH:22][c:23]2[C:24]([CH3:25])([c:26]2[cH:27][cH:28][cH:29][cH:30][cH:31]2)[CH3:32])[n:4][cH:5][c:6]([CH3:8])[cH:7]1.[CH:33]([N:34]([CH2:35][CH3:36])[CH:37]([CH3:38])[CH3:39])([CH3:40])[CH3:41].[O:55]=[CH:56][N:57]([CH3:58])[CH3:59].[nH:42]1[c:43]([NH:47][C:48](=[O:49])[n:50]2[cH:51][cH:52][n:53][cH:54]2)[n:44][cH:45][cH:46]1>>[CH3:1][c:2]1[c:3]([CH2:9][N:10]([CH:11]2[CH2:12][CH2:13][N:14]([C:48]([NH:47][c:43]3[nH:42][cH:46][cH:45][n:44]3)=[O:49])[CH2:15][CH2:16]2)[CH2:17][c:18]2[n:19][cH:20][cH:21][cH:22][c:23]2[C:24]([CH3:25])([c:26]2[cH:27][cH:28][cH:29][cH:30][cH:31]2)[CH3:32])[n:4][cH:5][c:6]([CH3:8])[cH:7]1. Starting materials: CN(C)CCCCl, CN(C)C=O, Cc1ccccc1, [H-], [Na+], O=Cc1ccc(O)cc1. Yields the product CN(C)CCCOc1ccc(C=O)cc1. Reaction SMILES: [CH3:12][N:13]([CH2:14][CH2:15][CH2:16][Cl:17])[CH3:18].[CH3:19][N:20]([CH3:21])[CH:22]=[O:23].[CH3:24][c:25]1[cH:26][cH:27][cH:28][cH:29][cH:30]1.[H-:11].[Na+:10].[OH:1][c:2]1[cH:3][cH:4][c:5]([CH:6]=[O:7])[cH:8][cH:9]1>>[O:1]([c:2]1[cH:3][cH:4][c:5]([CH:6]=[O:7])[cH:8][cH:9]1)[CH2:16][CH2:15][CH2:14][N:13]([CH3:12])[CH3:18]. Starting materials: ( 14 ), OOS(=O)[O-].[K+] (oxone), CSC=1NC2=C(N1)C=CC=C2 (2-(methylthio)benzimidazole), CO (MeOH). The solvent is O (H2O). Reaction conditions: time 5 hour. Product: CS(=O)(=O)C1=NC2=C(N1)C=CC=C2 (2-(Methylsulfonyl)-1H-benzimidazole). The yield is 89.0%. As a reaction SMILES: CS[C:3]1[NH:4][C:5]2[CH:11]=[CH:10][CH:9]=[CH:8][C:6]=2[N:7]=1.O[O:13][S:14]([O-:16])=O.[K+].[CH3:18]O>O>[CH3:18][S:14]([C:3]1[NH:7][C:6]2[CH:8]=[CH:9][CH:10]=[CH:11][C:5]=2[N:4]=1)(=[O:16])=[O:13] |f:1.2|. Procedure: According to the procedure of B. M. Trost, et al., Tetrahedron Lett., 22 (14), 1287 (1981), to a cooled (0° C.), stirred solution of 2-(methylthio)benzimidazole (14.5 g, 0.088 mol) in MeOH (350 mL) was added a solution of oxone (2 KHSO5.KHSO4.K2SO4 ; 81.6 g, 0.133 mol) in H2O (350 mL) over 10 minutes. The cooling bath was removed after 10 minutes, stirring was continued at room temperature for 5 hours. The MeOH was removed under reduced pressure and the white solid was collected by filtration to... Procedure details: Combine 3-(2-(4-(1-(2-ethoxyethyl)-1H-benzimidazol-2-yl-amino)piperidin-1-yl)ethyl)-3-phenylpyrrolidine hydrochloric acid salt (prepared from (−)-3-phenyl-3-(2-hydroxyethyl)pyrrolidine (R,R)-di-p-anisoyltartaric acid salt) (0.53 g, 1.0 mmol) (1.0 mmol) and dichloromethane (10 mL). Add 2-methylthio-5-(1H-tetrazol-1-yl)benzoic acid (0.24 g, 1.0 mmol), 1-hydroxybenzotriazole hydrate (0.16 g, 1.2 mmol), N,N-diisopropylethylamine (0.34 mL, 2.0 mmol), and 1-ethyl-3-(3-dimethylaminopropyl)carbodiimide ... Reaction SMILES: Cl.[CH2:2]([O:4][CH2:5][CH2:6][N:7]1[C:11]2[CH:12]=[CH:13][CH:14]=[CH:15][C:10]=2[N:9]=[C:8]1[NH:16][CH:17]1[CH2:22][CH2:21][N:20]([CH2:23][CH2:24][C:25]2([C:30]3[CH:35]=[CH:34][CH:33]=[CH:32][CH:31]=3)[CH2:29][CH2:28][NH:27][CH2:26]2)[CH2:19][CH2:18]1)[CH3:3].[CH3:36][S:37][C:38]1[CH:46]=[CH:45][C:44]([N:47]2[CH:51]=[N:50][N:49]=[N:48]2)=[CH:43][C:39]=1[C:40](O)=[O:41].O.ON1C2C=CC=CC=2N=N1.C(N(CC)C(C)C)(C)C.Cl.C(N=C=NCCCN(C)C)C>C(OCC)(=O)C.ClCCl>[CH3:36][S:37][C:38]1[CH:46]=[CH:45][C:44]([N:47]2[CH:51]=[N:50][N:49]=[N:48]2)=[CH:43][C:39]=1[C:40]([N:27]1[CH2:28][CH2:29][C:25]([CH2:24][CH2:23][N:20]2[CH2:21][CH2:22][CH:17]([NH:16][C:8]3[N:7]([CH2:6][CH2:5][O:4][CH2:2][CH3:3])[C:11]4[CH:12]=[CH:13][CH:14]=[CH:15][C:10]=4[N:9]=3)[CH2:18][CH2:19]2)([C:30]2[CH:31]=[CH:32][CH:33]=[CH:34][CH:35]=2)[CH2:26]1)=[O:41] |f:0.1,3.4,6.7|. Solvent: ClCCl (dichloromethane), C(C)(=O)OCC (ethyl acetate). Yields the product CSC1=C(C(=O)N2CC(CC2)(C2=CC=CC=C2)CCN2CCC(CC2)NC2=NC3=C(N2CCOCC)C=CC=C3)C=C(C=C1)N1N=NN=C1 (1-(2-methylthio-5-(1H-tetrazol-1-yl)benzoyl)-3-(2-(4-(1-(2-ethoxyethyl)-1H-benzimidazol-2-yl-amino)piperidin-1-yl)ethyl)-3-phenylpyrrolidine). Run at time 18 hour. Reactants: Cl.C(C)N=C=NCCCN(C)C (1-ethyl-3-(3-dimethylaminopropyl)carbodiimide hydrochloride), Cl.C(C)OCCN1C(=NC2=C1C=CC=C2)NC2CCN(CC2)CCC2(CNCC2)C2=CC=CC=C2 (3-(2-(4-(1-(2-ethoxyethyl)-1H-benzimidazol-2-yl-amino)piperidin-1-yl)ethyl)-3-phenylpyrrolidine hydrochloric acid salt), C(C)(C)N(C(C)C)CC (N,N-diisopropylethylamine), CSC1=C(C(=O)O)C=C(C=C1)N1N=NN=C1 (2-methylthio-5-(1H-tetrazol-1-yl)benzoic acid), O.ON1N=NC2=C1C=CC=C2 (1-hydroxybenzotriazole hydrate).